From a dataset of the Open Reaction Database (ORD), a public repository of structured organic reaction records. describe an organic reaction: reactants, conditions, products, and yield Reaction SMILES: [Br:36][CH2:37][c:38]1[cH:39][c:40]2[cH:41][cH:42][cH:43][cH:44][c:45]2[cH:46][cH:47]1.[C:1]([CH3:2])([CH3:3])([CH3:4])[O:5][C:6](=[O:7])[N:8]1[CH2:9][CH:10]([OH:35])[CH:11]([c:17]2[cH:18][cH:19][c:20]([O:23][CH2:24][CH2:25][CH2:26][O:27][CH2:28][c:29]3[cH:30][cH:31][cH:32][cH:33][cH:34]3)[cH:21][cH:22]2)[CH:12]([O:14][CH2:15][CH3:16])[CH2:13]1.[H-:48].[Na+:49]>>[C:1]([CH3:2])([CH3:3])([CH3:4])[O:5][C:6](=[O:7])[N:8]1[CH2:9][CH:10]([O:35][CH2:37][c:38]2[cH:39][c:40]3[cH:41][cH:42][cH:43][cH:44][c:45]3[cH:46][cH:47]2)[CH:11]([c:17]2[cH:18][cH:19][c:20]([O:23][CH2:24][CH2:25][CH2:26][O:27][CH2:28][c:29]3[cH:30][cH:31][cH:32][cH:33][cH:34]3)[cH:21][cH:22]2)[CH:12]([O:14][CH2:15][CH3:16])[CH2:13]1. Product: CCOC1CN(C(=O)OC(C)(C)C)CC(OCc2ccc3ccccc3c2)C1c1ccc(OCCCOCc2ccccc2)cc1. The reactants are BrCc1ccc2ccccc2c1, CCOC1CN(C(=O)OC(C)(C)C)CC(O)C1c1ccc(OCCCOCc2ccccc2)cc1, [H-], [Na+]. The reactants are C=C(OCC)c1ccc2cccnc2n1, O=S(=O)(O)O. The product is CC(=O)c1ccc2cccnc2n1. RXN SMILES: [CH2:1]([CH3:2])[O:3][C:4](=[CH2:5])[c:6]1[cH:7][cH:8][c:9]2[cH:10][cH:11][cH:12][n:13][c:14]2[n:15]1.[S:16](=[O:17])(=[O:18])([OH:19])[OH:20]>>[O:3]=[C:4]([CH3:5])[c:6]1[cH:7][cH:8][c:9]2[cH:10][cH:11][cH:12][n:13][c:14]2[n:15]1. The reactants are Clc1ccc(OC2CCNCC2)cc1Cl, O=CCC1CCC(NC(=O)c2ccnc3ccccc23)CC1. Product: O=C(NC1CCC(CCN2CCC(Oc3ccc(Cl)c(Cl)c3)CC2)CC1)c1ccnc2ccccc12. As a reaction SMILES: [Cl:23][c:24]1[cH:25][c:26]([O:27][CH:28]2[CH2:29][CH2:30][NH:31][CH2:32][CH2:33]2)[cH:34][cH:35][c:36]1[Cl:37].[O:1]=[CH:2][CH2:3][CH:4]1[CH2:5][CH2:6][CH:7]([NH:10][C:11](=[O:12])[c:13]2[cH:14][cH:15][n:16][c:17]3[cH:18][cH:19][cH:20][cH:21][c:22]23)[CH2:8][CH2:9]1>>[CH2:2]([CH2:3][CH:4]1[CH2:5][CH2:6][CH:7]([NH:10][C:11](=[O:12])[c:13]2[cH:14][cH:15][n:16][c:17]3[cH:18][cH:19][cH:20][cH:21][c:22]23)[CH2:8][CH2:9]1)[N:31]1[CH2:30][CH2:29][CH:28]([O:27][c:26]2[cH:25][c:24]([Cl:23])[c:36]([Cl:37])[cH:35][cH:34]2)[CH2:33][CH2:32]1. Starting materials: ClCC1=C(C=CC=C1)Cl (2-chloromethylchlorobenzene), [H-].[Na+] (sodium hydride), OC1=CC=C2CCN(C(C2=C1)=O)CC=1C=NC=CC1 (3,4-dihydro-7-hydroxy-2-(3-pyridylmethyl)-1 (2H)-isoquinolinone), resultant mixture, O (water). The solvent is C(C)(=O)OCC (ethyl acetate), CN(C=O)C (dimethylformamide). Conditions: time 20 hour. Product: ClC1=C(COC2=CC=C3CCN(C(C3=C2)=O)CC=2C=NC=CC2)C=CC=C1 (7-(2-chlorobenzyloxy)-3,4-dihydro-2-(3-pyridylmethyl)-1 (2H)-isoquinolinone). The yield is 96.7%. RXN SMILES: [H-].[Na+].[OH:3][C:4]1[CH:13]=[C:12]2[C:7]([CH2:8][CH2:9][N:10]([CH2:15][C:16]3[CH:17]=[N:18][CH:19]=[CH:20][CH:21]=3)[C:11]2=[O:14])=[CH:6][CH:5]=1.Cl[CH2:23][C:24]1[CH:29]=[CH:28][CH:27]=[CH:26][C:25]=1[Cl:30].O>CN(C)C=O.C(OCC)(=O)C>[Cl:30][C:25]1[CH:26]=[CH:27][CH:28]=[CH:29][C:24]=1[CH2:23][O:3][C:4]1[CH:13]=[C:12]2[C:7]([CH2:8][CH2:9][N:10]([CH2:15][C:16]3[CH:17]=[N:18][CH:19]=[CH:20][CH:21]=3)[C:11]2=[O:14])=[CH:6][CH:5]=1 |f:0.1|. Procedure: To a suspension of 32 mg of sodium hydride (about 60%) in 10 ml of dimethylformamide was added 100 mg of 3,4-dihydro-7-hydroxy-2-(3-pyridylmethyl)-1 (2H)-isoquinolinone, and the resultant mixture was stirred for 15 minutes. Then, 95 mg of 2-chloromethylchlorobenzene was added to the mixture, which was stirred at room temperature for 20 hours. After finishing the reaction, the mixture was mixed with water and shaken with ethyl acetate. The organic layer was dried over anhydrous magnesium sulfate ...